From a dataset of the Open Reaction Database (ORD), a public repository of structured organic reaction records. describe an organic reaction: reactants, conditions, products, and yield The reactants are NN1C(C2=CC=CC=C2C(=N1)N1CCOCC1)=O (2-amino-4-morpholinophthalazin-1(2H)-one), FC(OC=1C=C(C=CC1)CC(=O)O)(F)F (2-[3-(trifluoromethoxy)phenyl]acetic acid). The product is N1(CCOCC1)C1=NN(C(C2=CC=CC=C12)=O)NC(CC1=CC(=CC=C1)OC(F)(F)F)=O (N-[4-(morpholin-4-yl)-1-oxophthalazin-2(1H)-yl]-2-[3-(trifluoromethoxy)phenyl]acetamide). Reaction SMILES: [NH2:1][N:2]1[N:11]=[C:10]([N:12]2[CH2:17][CH2:16][O:15][CH2:14][CH2:13]2)[C:9]2[C:4](=[CH:5][CH:6]=[CH:7][CH:8]=2)[C:3]1=[O:18].[F:19][C:20]([F:33])([F:32])[O:21][C:22]1[CH:23]=[C:24]([CH2:28][C:29](O)=[O:30])[CH:25]=[CH:26][CH:27]=1>>[N:12]1([C:10]2[C:9]3[C:4](=[CH:5][CH:6]=[CH:7][CH:8]=3)[C:3](=[O:18])[N:2]([NH:1][C:29](=[O:30])[CH2:28][C:24]3[CH:25]=[CH:26][CH:27]=[C:22]([O:21][C:20]([F:32])([F:19])[F:33])[CH:23]=3)[N:11]=2)[CH2:17][CH2:16][O:15][CH2:14][CH2:13]1. Procedure: The product of Example 1B and 2-[3-(trifluoromethoxy)phenyl]acetic acid were treated using a method similar to that described in Example 111 to give the title compound. 1H NMR (500 MHz, DMSO-d6/D2O) δ 8.31 (d, J=7.7, 1H), 8.04 (d, J=7.8, 1H), 8.02-7.96 (m, 1H), 7.94-7.88 (m, 1H), 7.51 (t, J=7.9, 1H), 7.45-7.37 (m, 2H), 7.29 (d, J=8.2, 1H), 3.85-3.79 (m, 4H), 3.76 (s, 2H), 3.14-3.05 (m, 4H); MS (ESI−) M/Z 447 (M−H)−. Reactants: CC=1C(=NC=CC1OCC(F)(F)F)CS(=O)C1=NC2=C(N1)C=CC=C2 (2-[3-methyl-4-(2,2,2-trifluoroethoxy)pyridin-2-ylmethanesulfinyl]-1H-benzimidazole), [H-].[Na+] (NaH), solid, C(=O)(O)[O-].[Na+] (NaHCO3), ClS(=O)(=O)[O-] (chlorosulfonate), 4-chlorosulfonylphenoxy, C1(=CC=C(C=C1)S(=O)(=O)CCOC(C)=O)C (acetic acid 2-(toluene-4-sulfonyl)ethyl ester), C1(=CC=C(C=C1)S(=O)(=O)CCOC(COC1=CC=C(C=C1)S(=O)(=O)Cl)=O)C ((4-Chlorosulfonylphenoxy)acetic acid 2-(toluene-4-sulfonyl)ethyl ester), C(=O)(O)[O-].[Na+] (NaHCO3). Solvent: C(Cl)Cl (CH2Cl2). The product is C1(=CC=C(C=C1)S(=O)(=O)CCOC(COC1=CC=C(C=C1)S(=O)(=O)N1C(=NC2=C1C=CC=C2)S(=O)CC2=NC=CC(=C2C)OCC(F)(F)F)=O)C ((4-{2-[3-Methyl-4-(2,2,2-trifluoro-ethoxy)-pyridin-2-ylmethanesulfinyl]-benzimidazole-1-sulfonyl}phenoxy)acetic acid 2-(toluene-4-sulfonyl)ethyl ester). Isolated yield 94.0%. Reaction SMILES: [CH3:1][C:2]1[C:3]([CH2:14][S:15]([C:17]2[NH:21][C:20]3[CH:22]=[CH:23][CH:24]=[CH:25][C:19]=3[N:18]=2)=[O:16])=[N:4][CH:5]=[CH:6][C:7]=1[O:8][CH2:9][C:10]([F:13])([F:12])[F:11].[H-].[Na+].C1(C)C=CC(S(CCOC(=O)C)(=O)=O)=CC=1.[C:44]1([CH3:70])[CH:49]=[CH:48][C:47]([S:50]([CH2:53][CH2:54][O:55][C:56](=[O:69])[CH2:57][O:58][C:59]2[CH:64]=[CH:63][C:62]([S:65](Cl)(=[O:67])=[O:66])=[CH:61][CH:60]=2)(=[O:52])=[O:51])=[CH:46][CH:45]=1.C([O-])(O)=O.[Na+].ClS([O-])(=O)=O>C(Cl)Cl>[C:44]1([CH3:70])[CH:49]=[CH:48][C:47]([S:50]([CH2:53][CH2:54][O:55][C:56](=[O:69])[CH2:57][O:58][C:59]2[CH:64]=[CH:63][C:62]([S:65]([N:21]3[C:20]4[CH:22]=[CH:23][CH:24]=[CH:25][C:19]=4[N:18]=[C:17]3[S:15]([CH2:14][C:3]3[C:2]([CH3:1])=[C:7]([O:8][CH2:9][C:10]([F:13])([F:11])[F:12])[CH:6]=[CH:5][N:4]=3)=[O:16])(=[O:66])=[O:67])=[CH:61][CH:60]=2)(=[O:52])=[O:51])=[CH:46][CH:45]=1 |f:1.2,5.6|. Reported procedure: To a heterogeneous solution of 2-[3-methyl-4-(2,2,2-trifluoroethoxy)pyridin-2-ylmethanesulfinyl]-1H-benzimidazole (900 mg, 2.44 mmol) in 30 mL of CH2Cl2 was added 70 mg of NaH (2.92 mmol) at room temperature, during which time the mixture became homogeneous. To this clear reaction mixture was added the 4-chlorosulfonylphenoxy)acetic acid 2-(toluene-4-sulfonyl)ethyl ester (Intermediate 4, 1.26 g, 2.92 mmol, 1.2 eq). About 1 g of solid NaHCO3 was added after the chlorosulfonate has dissolved compl... Reaction SMILES: [CH2:29]1[O:30][CH2:31][CH2:32][CH2:33]1.[CH3:34][OH:35].[Cl:1][c:2]1[cH:3][cH:4][c:5]([C:8]2([N:14]3[CH2:15][CH:16]([CH3:25])[N:17]([CH2:20][C:21](=[O:22])[O:23][CH3:24])[CH2:18][CH2:19]3)[CH2:9][CH2:10][CH2:11][CH2:12][CH2:13]2)[cH:6][cH:7]1.[Li+:27].[OH-:26].[OH2:28].[OH2:36]>>[Cl:1][c:2]1[cH:3][cH:4][c:5]([C:8]2([N:14]3[CH2:15][CH:16]([CH3:25])[N:17]([CH2:20][C:21](=[O:22])[OH:23])[CH2:18][CH2:19]3)[CH2:9][CH2:10][CH2:11][CH2:12][CH2:13]2)[cH:6][cH:7]1. Yields the product CC1CN(C2(c3ccc(Cl)cc3)CCCCC2)CCN1CC(=O)O. The reactants are C1CCOC1, CO, COC(=O)CN1CCN(C2(c3ccc(Cl)cc3)CCCCC2)CC1C, [Li+], [OH-], O, O. The reactants are C(=O)(O)[O-].[Na+] (NaHCO3), CC1=CC2=C(NC=N2)C=C1 (5-methyl-1H-benzoimidazole), C1CC(=O)N(C1=O)I (NIS), CCOC(=O)C (EtOAc). Solvent: C(=O)(C(F)(F)F)O (TFA). Product: IC1=C(C=CC=2NC=NC21)C (4-Iodo-5-methyl-1H-benzoimidazole). Yield: 30.2%. As a reaction SMILES: [CH3:1][C:2]1[CH:10]=[CH:9][C:5]2[NH:6][CH:7]=[N:8][C:4]=2[CH:3]=1.C1C(=O)N([I:18])C(=O)C1.CCOC(C)=O.C([O-])(O)=O.[Na+]>C(O)(C(F)(F)F)=O>[I:18][C:3]1[C:4]2[N:8]=[CH:7][NH:6][C:5]=2[CH:9]=[CH:10][C:2]=1[CH3:1] |f:3.4|. Reported procedure: A solution of 5-methyl-1H-benzoimidazole (132 mg, 1.0 mmol) and NIS (248 mg, 1.10 mmol) in 1 mL of TFA was reflux for 1 hr and then cooled to RT. Treated with 30 mL of EtOAc, the mixture was neutralized with sat. NaHCO3 solution. The organic layer was washed with H2O (10 mL), brine (10 mL) and dried (Na2SO4). Removal of the solvent under reduced pressure followed by flash chromatography of the residue on silica gel (5% MeOH/CH2Cl2) gave 78 mg (30%) of product as a white solid: 1H-NMR (CDCl3; 400... The reactants are O=C(Cl)Oc1ccccc1, CCOc1ccccc1C1(N)C(=O)Nc2ccc(OC)cc21, c1ccncc1. The product is CCOc1ccccc1C1(NC(=O)Oc2ccccc2)C(=O)Nc2ccc(OC)cc21. RXN SMILES: [Cl:23][C:24](=[O:25])[O:26][c:27]1[cH:28][cH:29][cH:30][cH:31][cH:32]1.[NH2:1][C:2]1([c:14]2[c:15]([O:20][CH2:21][CH3:22])[cH:16][cH:17][cH:18][cH:19]2)[C:3](=[O:13])[NH:4][c:5]2[cH:6][cH:7][c:8]([O:11][CH3:12])[cH:9][c:10]21.[cH:33]1[cH:34][cH:35][n:36][cH:37][cH:38]1>>[NH:1]([C:2]1([c:14]2[c:15]([O:20][CH2:21][CH3:22])[cH:16][cH:17][cH:18][cH:19]2)[C:3](=[O:13])[NH:4][c:5]2[cH:6][cH:7][c:8]([O:11][CH3:12])[cH:9][c:10]21)[C:24](=[O:25])[O:26][c:27]1[cH:28][cH:29][cH:30][cH:31][cH:32]1.